Dataset: the Open Reaction Database (ORD), a public repository of structured organic reaction records. Task: describe an organic reaction: reactants, conditions, products, and yield Reactants: CS(C)=O, CCN(C(C)C)C(C)C, Nc1nc(Cl)ccc1C(=O)NCc1ccc(Oc2ccccc2)s1, NCc1ccccc1, O, O=C(O)C(F)(F)F. Yields the product Nc1nc(NCc2ccccc2)ccc1C(=O)NCc1ccc(Oc2ccccc2)s1. RXN SMILES: [CH3:49][S:50]([CH3:51])=[O:52].[CH:33]([N:34]([CH2:35][CH3:36])[CH:37]([CH3:38])[CH3:39])([CH3:40])[CH3:41].[NH2:1][c:2]1[c:3]([C:4](=[O:5])[NH:6][CH2:7][c:8]2[s:9][c:10]([O:13][c:14]3[cH:15][cH:16][cH:17][cH:18][cH:19]3)[cH:11][cH:12]2)[cH:20][cH:21][c:22]([Cl:24])[n:23]1.[NH2:25][CH2:26][c:27]1[cH:28][cH:29][cH:30][cH:31][cH:32]1.[OH2:53].[OH:42][C:43]([C:44]([F:45])([F:46])[F:47])=[O:48]>>[NH2:1][c:2]1[c:3]([C:4](=[O:5])[NH:6][CH2:7][c:8]2[s:9][c:10]([O:13][c:14]3[cH:15][cH:16][cH:17][cH:18][cH:19]3)[cH:11][cH:12]2)[cH:20][cH:21][c:22]([NH:25][CH2:26][c:27]2[cH:28][cH:29][cH:30][cH:31][cH:32]2)[n:23]1. Product: COC(C1=C(C=C(C(=C1)CC)C(F)(F)F)N(CCCC(=O)OC)C(=O)OC(C)C)=O (5-Ethyl-2-[isopropoxycarbonyl-(3-methoxycarbonyl-propyl)-amino]-4-trifluoromethyl-benzoic acid methyl ester). Starting materials: COC(C1=C(C=C(C(=C1)CC)C(F)(F)F)NC(=O)OC(C)C)=O (5-ethyl-2-isopropoxycarbonylamino-4-trifluoromethyl-benzoic acid methyl ester), C([O-])([O-])=O.[Cs+].[Cs+] (cesium carbonate), COC(CCCBr)=O (4-bromo-butyric acid methyl ester). Run in CN(C=O)C (N,N-dimethylformamide). The yield is 78.3%. Reaction conditions: temperature 90 celsius. Reaction SMILES: [CH3:1][O:2][C:3](=[O:8])[CH2:4][CH2:5][CH2:6]Br.[CH3:9][O:10][C:11](=[O:31])[C:12]1[CH:17]=[C:16]([CH2:18][CH3:19])[C:15]([C:20]([F:23])([F:22])[F:21])=[CH:14][C:13]=1[NH:24][C:25]([O:27][CH:28]([CH3:30])[CH3:29])=[O:26].C(=O)([O-])[O-].[Cs+].[Cs+]>CN(C)C=O>[CH3:9][O:10][C:11](=[O:31])[C:12]1[CH:17]=[C:16]([CH2:18][CH3:19])[C:15]([C:20]([F:23])([F:22])[F:21])=[CH:14][C:13]=1[N:24]([C:25]([O:27][CH:28]([CH3:30])[CH3:29])=[O:26])[CH2:6][CH2:5][CH2:4][C:3]([O:2][CH3:1])=[O:8] |f:2.3.4|. Procedure details: Add 4-bromo-butyric acid methyl ester (74.30 g, 410.46 mmol) to a mixture of 5-ethyl-2-isopropoxycarbonylamino-4-trifluoromethyl-benzoic acid methyl ester (39.05 g, 117.16 mmol) and cesium carbonate (114.65 g, 351.88 mmol) in N,N-dimethylformamide (800 mL). Heat the mixture at 90° C. for 4 h and the allow it to cool to room temperature. Filter the mixture through Celite then dilute the mixture with water (2 L) and ethyl acetate (2 L). Wash the organic layer with water (500 mL) and brine (500 mL)... Starting materials: C(C)(=O)O[BH-](OC(C)=O)OC(C)=O.[Na+] (Sodium triacetoxyborohydride), Cl.N[C@@H](C(=O)OC(C)(C)C)CC ((R)-tert-butyl 2-aminobutanoate hydrochloride), C(=O)C1=C2C(=NC=C1)N(C=C2C(=O)OC)C(=O)OC(C)(C)C (1-tert-butyl 3-methyl 4-formyl-1H-pyrrolo[2,3-b]pyridine-1,3-dicarboxylate). Solvent: ClCCCl (DCE), ClCCCl (DCE). Run at time 30 minute. The product is C(C)(C)(C)OC([C@@H](CC)NCC1=C2C(=NC=C1)N(C=C2C(=O)OC)C(=O)OC(C)(C)C)=O ((R)-1-tert-butyl 3-methyl 4-((1-tert-butoxy-1-oxobutan-2-ylamino)methyl)-1H-pyrrolo[2,3-b]pyridine-1,3-dicarboxylate). The yield is 95.1%. RXN SMILES: C(O[BH-](OC(=O)C)OC(=O)C)(=O)C.[Na+].Cl.[NH2:16][C@H:17]([CH2:25][CH3:26])[C:18]([O:20][C:21]([CH3:24])([CH3:23])[CH3:22])=[O:19].[CH:27]([C:29]1[CH:34]=[CH:33][N:32]=[C:31]2[N:35]([C:42]([O:44][C:45]([CH3:48])([CH3:47])[CH3:46])=[O:43])[CH:36]=[C:37]([C:38]([O:40][CH3:41])=[O:39])[C:30]=12)=O>ClCCCl>[C:21]([O:20][C:18](=[O:19])[C@H:17]([NH:16][CH2:27][C:29]1[CH:34]=[CH:33][N:32]=[C:31]2[N:35]([C:42]([O:44][C:45]([CH3:48])([CH3:47])[CH3:46])=[O:43])[CH:36]=[C:37]([C:38]([O:40][CH3:41])=[O:39])[C:30]=12)[CH2:25][CH3:26])([CH3:22])([CH3:24])[CH3:23] |f:0.1,2.3|. Procedure: Sodium triacetoxyborohydride (9.86 mmol) and (R)-tert-butyl 2-aminobutanoate hydrochloride (5.59 mmol) were added to a 100 mL round bottom flask, followed by DCE (20 mL). The reaction mixture was stirred at room temperature for 30 min and cooled to 0° C. A solution of 1-tert-butyl 3-methyl 4-formyl-1H-pyrrolo[2,3-b]pyridine-1,3-dicarboxylate (3.29 mmol) in DCE (20 mL) was added. The reaction mixture was stirred at 0° C. for 30 min and at room temperature for 3 h. Purification by silica column ch...